Dataset: the Open Reaction Database (ORD), a public repository of structured organic reaction records. Task: describe an organic reaction: reactants, conditions, products, and yield The reactants are CC(C)(C)OC(=O)CN(CCO)C(=O)OCc1ccccc1, CS(=O)(=O)Cl, c1ccncc1. Yields the product CC(C)(C)OC(=O)CN(CCOS(C)(=O)=O)C(=O)OCc1ccccc1. As a reaction SMILES: [C:1]([CH3:2])([CH3:3])([CH3:4])[O:5][C:6]([CH2:7][N:8]([CH2:9][CH2:10][OH:11])[C:12](=[O:13])[O:14][CH2:15][c:16]1[cH:17][cH:18][cH:19][cH:20][cH:21]1)=[O:22].[CH3:23][S:24]([Cl:25])(=[O:26])=[O:27].[cH:28]1[cH:29][cH:30][n:31][cH:32][cH:33]1>>[C:1]([CH3:2])([CH3:3])([CH3:4])[O:5][C:6]([CH2:7][N:8]([CH2:9][CH2:10][O:11][S:24]([CH3:23])(=[O:26])=[O:27])[C:12](=[O:13])[O:14][CH2:15][c:16]1[cH:17][cH:18][cH:19][cH:20][cH:21]1)=[O:22]. Reactants: CCO, CC(C)(C)c1ccc([N+](=O)[O-])cc1, [H][H]. The product is CC(C)(C)c1ccc(N)cc1. As a reaction SMILES: [CH3:16][CH2:17][OH:18].[CH3:1][C:2]([CH3:3])([CH3:4])[c:5]1[cH:6][cH:7][c:8]([N+:11]([O-:12])=[O:13])[cH:9][cH:10]1.[H:14][H:15]>>[CH3:1][C:2]([CH3:3])([CH3:4])[c:5]1[cH:6][cH:7][c:8]([NH2:11])[cH:9][cH:10]1.